Task: describe an organic reaction: reactants, conditions, products, and yield. Dataset: the Open Reaction Database (ORD), a public repository of structured organic reaction records Reactants: Oc1ccc(-c2c3ccccc3c(Br)c3sc4ccccc4c23)cc1, Br, ClC(Cl)Cl, [K+], O=C(O)C(O)Cc1ccccc1, O=P([O-])(O)O. Yields the product O=C(O)C(Cc1ccccc1)Oc1ccc(-c2c3ccccc3c(Br)c3sc4ccccc4c23)cc1. RXN SMILES: [Br:1][c:2]1[c:3]2[cH:4][cH:5][cH:6][cH:7][c:8]2[c:9](-[c:19]2[cH:20][cH:21][c:22]([OH:25])[cH:23][cH:24]2)[c:10]2[c:11]3[c:12]([s:13][c:14]12)[cH:15][cH:16][cH:17][cH:18]3.[Br:38].[Cl:45][CH:46]([Cl:47])[Cl:48].[K+:39].[OH:26][CH:27]([C:28](=[O:29])[OH:30])[CH2:31][c:32]1[cH:33][cH:34][cH:35][cH:36][cH:37]1.[OH:40][P:41](=[O:42])([O-:43])[OH:44]>>[Br:1][c:2]1[c:3]2[cH:4][cH:5][cH:6][cH:7][c:8]2[c:9](-[c:19]2[cH:20][cH:21][c:22]([O:25][CH:27]([C:28](=[O:29])[OH:30])[CH2:31][c:32]3[cH:33][cH:34][cH:35][cH:36][cH:37]3)[cH:23][cH:24]2)[c:10]2[c:11]3[c:12]([s:13][c:14]12)[cH:15][cH:16][cH:17][cH:18]3. The reactants are CC(C)(C)NNC(=O)c1ccccc1, ClCCl, O=C(Cl)c1ccc(Cl)c(Cl)c1, [Na+], [OH-]. Product: CC(C)(C)N(NC(=O)c1ccccc1)C(=O)c1ccc(Cl)c(Cl)c1. As a reaction SMILES: [C:1]([c:2]1[cH:3][cH:4][cH:5][cH:6][cH:7]1)(=[O:8])[NH:9][NH:10][C:11]([CH3:12])([CH3:13])[CH3:14].[CH2:28]([Cl:29])[Cl:30].[Cl:17][c:18]1[cH:19][c:20]([C:21](=[O:22])[Cl:23])[cH:24][cH:25][c:26]1[Cl:27].[Na+:16].[OH-:15]>>[C:1]([c:2]1[cH:3][cH:4][cH:5][cH:6][cH:7]1)(=[O:8])[NH:9][N:10]([C:11]([CH3:12])([CH3:13])[CH3:14])[C:21]([c:20]1[cH:19][c:18]([Cl:17])[c:26]([Cl:27])[cH:25][cH:24]1)=[O:22]. Starting materials: ClC(=O)OCC (ethyl chloroformate), NC1=NC=2C=CC=NC2C2=C1N=C(N2CCCCN)CCCC (4-(4-amino-2-butyl-1H-imidazo[4,5-c][1,5]naphthyridin-1-yl)butaneamine). Yields the product NC1=NC=2C=CC=NC2C2=C1N=C(N2CCCCNC(OCC)=O)CCCC (ethyl N-[4-(4-amino-2-butyl-1H-imidazo[4,5-c][1,5]naphthyridin-1-yl)butyl]carbamate). The yield is 81.3%. Reaction SMILES: Cl[C:2]([O:4][CH2:5][CH3:6])=[O:3].[NH2:7][C:8]1[C:17]2[N:18]=[C:19]([CH2:26][CH2:27][CH2:28][CH3:29])[N:20]([CH2:21][CH2:22][CH2:23][CH2:24][NH2:25])[C:16]=2[C:15]2[N:14]=[CH:13][CH:12]=[CH:11][C:10]=2[N:9]=1>>[NH2:7][C:8]1[C:17]2[N:18]=[C:19]([CH2:26][CH2:27][CH2:28][CH3:29])[N:20]([CH2:21][CH2:22][CH2:23][CH2:24][NH:25][C:2](=[O:3])[O:4][CH2:5][CH3:6])[C:16]=2[C:15]2[N:14]=[CH:13][CH:12]=[CH:11][C:10]=2[N:9]=1. Reported procedure: Using the general method of Example 55, ethyl chloroformate (46 μL, 0.48 mmol) was reacted with 4-(4-amino-2-butyl-1H-imidazo[4,5-c][1,5]naphthyridin-1-yl)butaneamine (0.15 g, 0.48 mmol) to provide 0.15 g of ethyl N-[4-(4-amino-2-butyl-1H-imidazo[4,5-c][1,5]naphthyridin-1-yl)butyl]carbamate as a white powder. Analysis: Calculated for C20H28N6O2: %C, 62.48; %H, 7.34; %N, 21.86. Found: %C, 61.73; %H, 7.28; %N, 21.62. The reactants are S(=O)(Cl)Cl (thionyl chloride), C1=C(C=CC2=CC=CC=C12)C(=O)O (2-naphthoic acid), O (Water), C(C1=CC=CC=C1)[C@H]1NCC[C@@H](C1)N(C(C(F)(F)F)=O)CC1=CC=NC2=CC=CC=C12 ((2R*,4S*)-2-benzyl-N-(4-quinolylmethyl)-N-trifluoroacetyl-4-piperidinamine). Solvent: C1(=CC=CC=C1)C (toluene), C1(=CC=CC=C1)C (toluene), C(Cl)Cl (methylene chloride). Conditions: time 2 hour. The product is C(C1=CC=CC=C1)[C@H]1N(CC[C@@H](C1)N(C(C(F)(F)F)=O)CC1=CC=NC2=CC=CC=C12)C(=O)C1=CC2=CC=CC=C2C=C1 ((2R*,4S*)-2-Benzyl-1-(2-naphthoyl)-N-(4-quinolylmethyl)-N-trifluoroacetyl-4-piperidinamine). As a reaction SMILES: S(Cl)(Cl)=O.[CH:5]1[C:14]2[C:9](=[CH:10][CH:11]=[CH:12][CH:13]=2)[CH:8]=[CH:7][C:6]=1[C:15]([OH:17])=O.[CH2:18]([C@@H:25]1[CH2:30][C@@H:29]([N:31]([CH2:38][C:39]2[C:48]3[C:43](=[CH:44][CH:45]=[CH:46][CH:47]=3)[N:42]=[CH:41][CH:40]=2)[C:32](=[O:37])[C:33]([F:36])([F:35])[F:34])[CH2:28][CH2:27][NH:26]1)[C:19]1[CH:24]=[CH:23][CH:22]=[CH:21][CH:20]=1.O>C1(C)C=CC=CC=1.C(Cl)Cl>[CH2:18]([C@@H:25]1[CH2:30][C@@H:29]([N:31]([CH2:38][C:39]2[C:48]3[C:43](=[CH:44][CH:45]=[CH:46][CH:47]=3)[N:42]=[CH:41][CH:40]=2)[C:32](=[O:37])[C:33]([F:35])([F:36])[F:34])[CH2:28][CH2:27][N:26]1[C:15]([C:6]1[CH:7]=[CH:8][C:9]2[C:14](=[CH:13][CH:12]=[CH:11][CH:10]=2)[CH:5]=1)=[O:17])[C:19]1[CH:20]=[CH:21][CH:22]=[CH:23][CH:24]=1. Procedure: A solution of 58 μl (0.795 mmol) of thionyl chloride in 0.2 ml of toluene is added dropwise to a solution of 97 mg (0.56 mmol) of 2-naphthoic acid in 1 ml of toluene over the course of 10 minutes at 50° under argon, and the reaction mixture is stirred at 80° for 2 hours. It is then concentrated in a rotary evaporator, and 1 ml of toluene is added, and evaporation is repeated, twice each. The brown oil is dissolved in 1 ml of methylene chloride and added under argon to a solution of 200 mg (0.468... Reactants: FC=1C=C(C=C(C1)F)CC(=O)N[C@@H](C)C(=O)O (N-(3,5-difluorophenylacetyl)-L-alanine), solid, NC(C(=O)OCC)C=1C=NC=CC1 (ethyl 2-amino-2-(3-pyridyl)acetate), Heterocyclic. Solvent: C(Cl)(Cl)Cl.CO (CHCl3 MeOH). The product is FC=1C=C(C=C(C1)F)CC(=O)N[C@@H](C)C(=O)NC(C(=O)OCC)C=1C=NC=CC1 (Ethyl N-[N-(3,5-Difluorophenylacetyl)-L-alaninyl]-2-amino-2-(3-pyridyl)acetate). Reaction SMILES: [F:1][C:2]1[CH:3]=[C:4]([CH2:9][C:10]([NH:12][C@H:13]([C:15]([OH:17])=O)[CH3:14])=[O:11])[CH:5]=[C:6]([F:8])[CH:7]=1.[NH2:18][CH:19]([C:25]1[CH:26]=[N:27][CH:28]=[CH:29][CH:30]=1)[C:20]([O:22][CH2:23][CH3:24])=[O:21]>C(Cl)(Cl)Cl.CO>[F:8][C:6]1[CH:5]=[C:4]([CH2:9][C:10]([NH:12][C@H:13]([C:15]([NH:18][CH:19]([C:25]2[CH:26]=[N:27][CH:28]=[CH:29][CH:30]=2)[C:20]([O:22][CH2:23][CH3:24])=[O:21])=[O:17])[CH3:14])=[O:11])[CH:3]=[C:2]([F:1])[CH:7]=1 |f:2.3|. Procedure details: Following General Procedure C and using N-(3,5-difluorophenylacetyl)-L-alanine (from Example B2 above) and ethyl 2-amino-2-(3-pyridyl)acetate (prepared as described in P. Kolar et al., J Heterocyclic Chem., 28, 1715 (1991) and references cited therein), the title compound was prepared as a solid (mp=146-157° C.). The reaction was monitored by tlc (Rf=0.1 in CHCl3/MeOH 98:2) and the product was purified by silica gel chromatography using 959:5 CHCl3/MeOH as the eluent, followed by recrystallizati... Starting materials: O=C(NC1CCN(Cc2ccccc2)CC1)c1ccccc1, CCO. The product is O=C(NC1CCNCC1)c1ccccc1. RXN SMILES: [CH2:1]([c:2]1[cH:3][cH:4][cH:5][cH:6][cH:7]1)[N:8]1[CH2:9][CH2:10][CH:11]([NH:14][C:15]([c:16]2[cH:17][cH:18][cH:19][cH:20][cH:21]2)=[O:22])[CH2:12][CH2:13]1.[CH2:23]([OH:24])[CH3:25]>>[NH:8]1[CH2:9][CH2:10][CH:11]([NH:14][C:15]([c:16]2[cH:17][cH:18][cH:19][cH:20][cH:21]2)=[O:22])[CH2:12][CH2:13]1. The reactants are CN1C(N(C2=C3C(=NC=C21)N(C=C3)COCC[Si](C)(C)C)[C@@H]3[C@@H](CCCC3)C)=O (3-methyl-1-[(1S,2R)-2-methylcyclohexyl]-6-{[2-(trimethylsilyl)ethoxy]methyl}-3,6-dihydroimidazo[4,5-d]pyrrolo[2,3-b]pyridin-2(1H)-one), FC(C(=O)O)(F)F (trifluoroacetic acid), C(CN)N (1,2-ethanediamine), C([O-])([O-])=O.[K+].[K+] (potassium carbonate). Run in O (water), O1CCCC1 (tetrahydrofuran). Reaction conditions: temperature 110 celsius, time 3 hour. Yields the product CN1C(N(C2=C3C(=NC=C21)NC=C3)[C@@H]3[C@@H](CCCC3)C)=O (3-methyl-1-[(1S,2R)-2-methylcyclohexyl]-3,6-dihydroimidazo[4,5-d]pyrrolo[2,3-b]pyridin-2(1H)-one). Isolated yield 91.1%. As a reaction SMILES: [CH3:1][N:2]1[C:10]2[C:5](=[C:6]3[CH:13]=[CH:12][N:11](COCC[Si](C)(C)C)[C:7]3=[N:8][CH:9]=2)[N:4]([C@H:22]2[CH2:27][CH2:26][CH2:25][CH2:24][C@H:23]2[CH3:28])[C:3]1=[O:29].FC(F)(F)C(O)=O.C(=O)([O-])[O-].[K+].[K+].C(N)CN>O.O1CCCC1>[CH3:1][N:2]1[C:10]2[C:5](=[C:6]3[CH:13]=[CH:12][NH:11][C:7]3=[N:8][CH:9]=2)[N:4]([C@H:22]2[CH2:27][CH2:26][CH2:25][CH2:24][C@H:23]2[CH3:28])[C:3]1=[O:29] |f:2.3.4|. Procedure details: To a solution of 3-methyl-1-[(1S,2R)-2-methylcyclohexyl]-6-{[2-(trimethylsilyl)ethoxy]methyl}-3,6-dihydroimidazo[4,5-d]pyrrolo[2,3-b]pyridin-2(1H)-one (40 mg) in water (2 mL) was added trifluoroacetic acid (2 mL) and the mixture was stirred 110° C. for 3 hours. The mixture was extracted with chloroform. The extract was washed with saturated aqueous sodium hydrogencarbonate and water, dried over MgSO4, filtrated and evaporated to give a white solid. The solid was dissolved with tetrahydrofuran (2...